From a dataset of the Open Reaction Database (ORD), a public repository of structured organic reaction records. describe an organic reaction: reactants, conditions, products, and yield Reactants: BrC=1C(=NC(=NC1)Cl)N (5-Bromo-2-chloropyrimidin-4-ylamine), C1(=CC=CC=C1)C (toluene), C(CCC)[Sn](C=COCC)(CCCC)CCCC (Tributyl-(2-ethoxyvinyl)-stannane). Reagents/catalysts: C=1C=CC(=CC1)[P](C=2C=CC=CC2)(C=3C=CC=CC3)[Pd]([P](C=4C=CC=CC4)(C=5C=CC=CC5)C=6C=CC=CC6)([P](C=7C=CC=CC7)(C=8C=CC=CC8)C=9C=CC=CC9)[P](C=1C=CC=CC1)(C=1C=CC=CC1)C=1C=CC=CC1 (tetrakis(triphenylphosphine)palladium(0)). Run in C(C)(=O)OCC (ethyl acetate). Run at temperature 110 celsius, time 15 hour. The product is ClC1=NC=C(C(=N1)N)C=COCC (2-Chloro-5-(2-ethoxyvinyl)-pyrimidin-4-ylamine). Isolated yield 45.9%. As a reaction SMILES: Br[C:2]1[C:3]([NH2:9])=[N:4][C:5]([Cl:8])=[N:6][CH:7]=1.C1(C)C=CC=CC=1.C([Sn](CCCC)(CCCC)[CH:22]=[CH:23][O:24][CH2:25][CH3:26])CCC>C(OCC)(=O)C.C1C=CC([P]([Pd]([P](C2C=CC=CC=2)(C2C=CC=CC=2)C2C=CC=CC=2)([P](C2C=CC=CC=2)(C2C=CC=CC=2)C2C=CC=CC=2)[P](C2C=CC=CC=2)(C2C=CC=CC=2)C2C=CC=CC=2)(C2C=CC=CC=2)C2C=CC=CC=2)=CC=1>[Cl:8][C:5]1[N:4]=[C:3]([NH2:9])[C:2]([CH:22]=[CH:23][O:24][CH2:25][CH3:26])=[CH:7][N:6]=1 |^1:44,46,65,84|. Procedure details: A 500 mL round bottomed flask is charged with 5-bromo-2-chloropyrimidin-4-ylamine (1) (10 g, 48 mmol), tetrakis(triphenylphosphine)palladium(0) (2.8g, 2.5 mmol), and toluene (200 mL). Tributyl-(2-ethoxyvinyl)-stannane (22 g, 60 mmol) is added and the reaction heated to 110° C. with stirring for approximately 15 hours. After cooling to room temperature, the solution is diluted with 100 mL ethyl acetate and washed with water and brine. The organic extract is dried over Na2SO4, filtered, and concen... Starting materials: B(Br)(Br)Br (boron tribromide), solution, BrC1=CC=2C(S1)=C(C1=C(SC(=C1)Br)C2OC)OC (2,6-Dibromo-4,8-dimethoxy-benzo[1,2-b:4,5-b′]dithiophene). The solvent is ClCCl (dichloromethane), ClCCl (dichloromethane). Run at temperature -78 celsius, time 15 minute. Yields the product BrC1=CC2=C(S1)C(=C1C(SC(=C1)Br)=C2O)O (2,6-Dibromo-benzo[1,2-b:4,5-b′]dithiophene-4,8-diol). Reaction SMILES: [Br:1][C:2]1[S:6][C:5]2=[C:7]([O:17]C)[C:8]3[CH:12]=[C:11]([Br:13])[S:10][C:9]=3[C:14]([O:15]C)=[C:4]2[CH:3]=1.B(Br)(Br)Br>ClCCl>[Br:13][C:11]1[S:10][C:9]2[C:14]([OH:15])=[C:4]3[CH:3]=[C:2]([Br:1])[S:6][C:5]3=[C:7]([OH:17])[C:8]=2[CH:12]=1. Procedure: 2,6-Dibromo-4,8-dimethoxy-benzo[1,2-b:4,5-b′]dithiophene (500 mg, 1.22 mmol., 1.00 equiv.) and dichloromethane (12 mL) were added to a 50 mL schlenk flask. The mixture was cooled to −78° C. and boron tribromide was added (1.0 M solution in dichloromethane, 2.5 mL, 2.5 mmol., 2.1 equiv.) slowly. The mixture was stirred for 15 minutes at −78° C. before replacing the dry/ice acetone bath with an ice/water bath. The reaction mixture was left to warm to room temperature while stirring for 16 hours be... Reactants: S1C(=NN=C1)NC([C@H](CCCCNC(=O)OCC1=CC=CC=C1)NC(=O)OC(C)(C)C)=O ((2S)-6-benzyloxycarbonylamino-2-tert-butoxycarbonylaminohexanoic acid 1,3,4-thiadiazol-2-ylamide), FC(C(=O)O)(F)F (trifluoroacetic acid). Run in ClCCl (dichloromethane). Run at temperature 25 celsius, time 4 hour. The product is S1C(=NN=C1)NC([C@H](CCCCNC(=O)OCC1=CC=CC=C1)N)=O ((2S)-6-benzyloxycarbonylamino-2-aminohexanoic acid 1,3,4-thiadiazol-2-ylamide). The yield is 97.5%. Reaction SMILES: [S:1]1[CH:5]=[N:4][N:3]=[C:2]1[NH:6][C:7](=[O:32])[C@@H:8]([NH:24]C(OC(C)(C)C)=O)[CH2:9][CH2:10][CH2:11][CH2:12][NH:13][C:14]([O:16][CH2:17][C:18]1[CH:23]=[CH:22][CH:21]=[CH:20][CH:19]=1)=[O:15].FC(F)(F)C(O)=O>ClCCl>[S:1]1[CH:5]=[N:4][N:3]=[C:2]1[NH:6][C:7](=[O:32])[C@@H:8]([NH2:24])[CH2:9][CH2:10][CH2:11][CH2:12][NH:13][C:14]([O:16][CH2:17][C:18]1[CH:23]=[CH:22][CH:21]=[CH:20][CH:19]=1)=[O:15]. Reported procedure: To a solution of (2S)-6-benzyloxycarbonylamino-2-tert-butoxycarbonylaminohexanoic acid 1,3,4-thiadiazol-2-ylamide (0.81 g, 1.75 mmol) in dichloromethane (8 mL) is added trifluoroacetic acid (2 mL). The resulting solution is stirred for 4 h at 25° C., is concentrated, diluted with 50 mL of EtOAc, and washed with 1 N aqueous sodium hydroxide solution. The organic layer is dried over anhydrous sodium sulfate and concentrated under reduced pressure to provide (2S)-6-benzyloxycarbonylamino-2-aminohex... The reactants are ClC1=CC(=CC2=C1NC(=N2)C)OC (7-chloro-5-methoxy-2-methyl-1H-benzo[d]imidazole), Cl.N1=CC=CC=C1 (pyridine hydrochloride), C(=O)([O-])[O-].[K+].[K+] (K2CO3). The product is ClC1=CC(=CC2=C1NC(=N2)C)O (7-chloro-5-hydroxy-2-methyl-1H-benzo[d]imidazole). Reaction SMILES: [Cl:1][C:2]1[C:7]2[NH:8][C:9]([CH3:11])=[N:10][C:6]=2[CH:5]=[C:4]([O:12]C)[CH:3]=1.Cl.N1C=CC=CC=1.C([O-])([O-])=O.[K+].[K+]>>[Cl:1][C:2]1[C:7]2[NH:8][C:9]([CH3:11])=[N:10][C:6]=2[CH:5]=[C:4]([OH:12])[CH:3]=1 |f:1.2,3.4.5|. Procedure details: Under a nitrogen atmosphere 0.95 g (4.83 mmol) 7-chloro-5-methoxy-2-methyl-1H-benzo[d]imidazole and 7.0 g (0.06 mol) pyridine hydrochloride were stirred for 15 h at a bath temperature of 180° C. The reaction mixture was poured onto water while still hot and made alkaline with an aqueous K2CO3 solution. The substance was extracted with ethyl acetate and washed with water. The organic phase was separated off, dried and evaporated down i.vac. Reactants: Fc1cccc(F)c1CBr, O=C(c1ccccc1)c1cnc2c(C(F)(F)F)cccc2c1-c1cccc(O)c1. Yields the product O=C(c1ccccc1)c1cnc2c(C(F)(F)F)cccc2c1-c1cccc(OCc2c(F)cccc2F)c1. Reaction SMILES: [Br:30][CH2:31][c:32]1[c:33]([F:39])[cH:34][cH:35][cH:36][c:37]1[F:38].[OH:1][c:2]1[cH:3][c:4](-[c:8]2[c:9]([C:22](=[O:23])[c:24]3[cH:25][cH:26][cH:27][cH:28][cH:29]3)[cH:10][n:11][c:12]3[c:13]([C:18]([F:19])([F:20])[F:21])[cH:14][cH:15][cH:16][c:17]23)[cH:5][cH:6][cH:7]1>>[O:1]([c:2]1[cH:3][c:4](-[c:8]2[c:9]([C:22](=[O:23])[c:24]3[cH:25][cH:26][cH:27][cH:28][cH:29]3)[cH:10][n:11][c:12]3[c:13]([C:18]([F:19])([F:20])[F:21])[cH:14][cH:15][cH:16][c:17]23)[cH:5][cH:6][cH:7]1)[CH2:31][c:32]1[c:33]([F:39])[cH:34][cH:35][cH:36][c:37]1[F:38]. Conditions: temperature 94 celsius, time 2 hour. Solvent: O (water), C(CCC)O (n-butanol). The yield is 86.1%. Reported procedure: An aqueous solution of hydroxylamine is prepared from 39.06 g (0.562 mol) of hydroxylamine hydrochloride in 150 ml of water and from 56.2 g (0.562 mol) of potassium bicarbonate. 48.9 g (0.225 mol) of 4-(o-allylphenoxy)-3-hydroxy-butyronitrile previously dissolved in 250 ml of n-butanol are then added. The resulting mixture is taken to 80° C. in about 2 hours, then taken to reflux (94° C.) which is maintained for 5 hours. The mixture is cooled, the H2O--CH3 (CH2)2CH2OH mixture is evaporated, the ... The product is NO (hydroxylamine), C(C=C)C1=C(OCC(CC(N)=NO)O)C=CC=C1 (4-(o-allyl-phenoxy)-3-hydroxy-butyramidoxime). The reactants are Cl.NO (hydroxylamine hydrochloride), C([O-])(O)=O.[K+] (potassium bicarbonate), C(C=C)C1=C(OCC(CC#N)O)C=CC=C1 (4-(o-allylphenoxy)-3-hydroxy-butyronitrile). Reaction SMILES: Cl.[NH2:2][OH:3].C(=O)(O)[O-].[K+].[CH2:9]([C:12]1[CH:24]=[CH:23][CH:22]=[CH:21][C:13]=1[O:14][CH2:15][CH:16]([OH:20])[CH2:17][C:18]#[N:19])[CH:10]=[CH2:11]>O.C(O)CCC>[NH2:2][OH:3].[CH2:9]([C:12]1[CH:24]=[CH:23][CH:22]=[CH:21][C:13]=1[O:14][CH2:15][CH:16]([OH:20])[CH2:17][C:18](=[N:2][OH:3])[NH2:19])[CH:10]=[CH2:11] |f:0.1,2.3|. Starting materials: compound, Cl.N1=CC(=CC=C1)NN (3-pyridylhydrazine hydrochloride), ClC=1C=C(C=CC1F)N1N=C(C=C1C1=CC(=CC(=C1)OC(F)(F)F)F)C(=O)O (1-(3-chloro-4-fluorophenyl)-5-(3-fluoro-5-trifluoromethoxyphenyl)-1H-pyrazole-3-carboxylic acid). Yields the product ClC=1C=C(C=C(C1)OC(F)(F)F)C1=CC(=NN1C=1C=NC=CC1)C(=O)O (5-(3-chloro-5-trifluoromethoxyphenyl)-1-(pyridine-3-yl)-1H-pyrazole-3-carboxylic acid). As a reaction SMILES: [ClH:1].[N:2]1[CH:7]=[CH:6][CH:5]=[C:4]([NH:8][NH2:9])[CH:3]=1.ClC1C=C(N2[C:22]([C:23]3[CH:28]=[C:27]([O:29][C:30]([F:33])([F:32])[F:31])[CH:26]=[C:25](F)[CH:24]=3)=[CH:21][C:20]([C:35]([OH:37])=[O:36])=N2)C=CC=1F>>[Cl:1][C:25]1[CH:24]=[C:23]([C:22]2[N:8]([C:4]3[CH:3]=[N:2][CH:7]=[CH:6][CH:5]=3)[N:9]=[C:20]([C:35]([OH:37])=[O:36])[CH:21]=2)[CH:28]=[C:27]([O:29][C:30]([F:33])([F:32])[F:31])[CH:26]=1 |f:0.1|. Reported procedure: 500 mg (1.23 mmol) of the compound from example 2A is reacted with 197 mg (1.36 mmol) 3-pyridylhydrazine hydrochloride in a manner analogous to the synthesis of the compound from example 8A. Following hydrolysis, 203 mg (43% of theoretical yield) of the title compound is produced.